This data is from the Open Reaction Database (ORD), a public repository of structured organic reaction records. The task is: describe an organic reaction: reactants, conditions, products, and yield The reactants are C(=O)([O-])[O-].[Na+].[Na+] (Na2CO3), CO (methanol), C1(CCCCC1)NCC1=C(C2=CC=CC=C2C=C1)B1OC(C(O1)(C)C)(C)C (cyclohexyl{[1-(4,4,5,5-tetramethyl-1,3,2-dioxaborolan-2-yl)-2-naphthyl]methyl}amine), BrC1=CC=CC(=N1)C=O (6-bromopyridine-2-carbaldehyde). Reagents/catalysts: C=1C=CC(=CC1)[P](C=2C=CC=CC2)(C=3C=CC=CC3)[Pd]([P](C=4C=CC=CC4)(C=5C=CC=CC5)C=6C=CC=CC6)([P](C=7C=CC=CC7)(C=8C=CC=CC8)C=9C=CC=CC9)[P](C=1C=CC=CC1)(C=1C=CC=CC1)C=1C=CC=CC1 (Pd(PPh3)4). Solvent: O (water), C1(=CC=CC=C1)C (toluene). Yields the product C1(CCCCC1)NCC1=C(C2=CC=CC=C2C=C1)C1=CC=CC(=N1)C=O (6-{2-[(Cyclohexylamino)methyl]-1-naphthyl}pyridine-2-carbaldehyde). RXN SMILES: C([O-])([O-])=O.[Na+].[Na+].CO.[CH:9]1([NH:15][CH2:16][C:17]2[CH:26]=[CH:25][C:24]3[C:19](=[CH:20][CH:21]=[CH:22][CH:23]=3)[C:18]=2B2OC(C)(C)C(C)(C)O2)[CH2:14][CH2:13][CH2:12][CH2:11][CH2:10]1.Br[C:37]1[N:42]=[C:41]([CH:43]=[O:44])[CH:40]=[CH:39][CH:38]=1>O.C1C=CC([P]([Pd]([P](C2C=CC=CC=2)(C2C=CC=CC=2)C2C=CC=CC=2)([P](C2C=CC=CC=2)(C2C=CC=CC=2)C2C=CC=CC=2)[P](C2C=CC=CC=2)(C2C=CC=CC=2)C2C=CC=CC=2)(C2C=CC=CC=2)C2C=CC=CC=2)=CC=1.C1(C)C=CC=CC=1>[CH:9]1([NH:15][CH2:16][C:17]2[CH:26]=[CH:25][C:24]3[C:19](=[CH:20][CH:21]=[CH:22][CH:23]=3)[C:18]=2[C:37]2[N:42]=[C:41]([CH:43]=[O:44])[CH:40]=[CH:39][CH:38]=2)[CH2:10][CH2:11][CH2:12][CH2:13][CH2:14]1 |f:0.1.2,^1:49,51,70,89|. Reported procedure: A solution of 21.2 g (74.1 mmol) of Na2CO3×10H2O in 660 ml of water and 190 ml of methanol was purged with argon for 30 min. The obtained solution was added to a mixture of 29.9 g (80.0 mmol) of cyclohexyl{[1-(4,4,5,5-tetramethyl-1,3,2-dioxaborolan-2-yl)-2-naphthyl]methyl}amine, 14.0 g (80.0 mmol) of 6-bromopyridine-2-carbaldehyde, 4.62 g (4.00 mmol) of Pd(PPh3)4, and 780 ml of toluene in argon atmosphere. This mixture was refluxed for 10 h using a mechanical stirrer, then cooled to room tempera... The reactants are C1CCOC1, CO, Cc1noc(C)c1S(=O)(=O)Cl, N. Product: Cc1noc(C)c1S(N)(=O)=O. RXN SMILES: [CH2:15]1[O:16][CH2:17][CH2:18][CH2:19]1.[CH3:13][OH:14].[CH3:1][c:2]1[n:3][o:4][c:5]([CH3:11])[c:6]1[S:7](=[O:8])(=[O:9])[Cl:10].[NH3:12]>>[CH3:1][c:2]1[n:3][o:4][c:5]([CH3:11])[c:6]1[S:7](=[O:8])(=[O:9])[NH2:12]. Reactants: N([C@@H](C)C(=O)N[C@@H](C(C)C)C(=O)N1[C@H](C(=O)O)CCC1)C(=O)OC(C)(C)C (Boc-Ala-Val-Pro-OH), Br (HBr), CN1CCOCC1 (NMM), [N+](=[N-])=C (diazomethane). The product is N([C@@H](C)C(=O)N[C@@H](C(C)C)C(=O)N1[C@H](C(=O)CBr)CCC1)C(=O)OC(C)(C)C (Boc-Ala-Val-Pro-CH2Br). As a reaction SMILES: [NH:1]([C:21]([O:23][C:24]([CH3:27])([CH3:26])[CH3:25])=[O:22])[C@H:2]([C:4]([NH:6][C@H:7]([C:11]([N:13]1[CH2:20][CH2:19][CH2:18][C@H:14]1[C:15]([OH:17])=O)=[O:12])[CH:8]([CH3:10])[CH3:9])=[O:5])[CH3:3].[CH3:28]N1CCOCC1.[N+](=C)=[N-].[BrH:38]>>[NH:1]([C:21]([O:23][C:24]([CH3:26])([CH3:27])[CH3:25])=[O:22])[C@H:2]([C:4]([NH:6][C@H:7]([C:11]([N:13]1[CH2:20][CH2:19][CH2:18][C@H:14]1[C:15]([CH2:28][Br:38])=[O:17])=[O:12])[CH:8]([CH3:9])[CH3:10])=[O:5])[CH3:3]. Reported procedure: 12 (0.88 g, 2.28 mmol) was treated as described for 13, using CAIBE (2.28 mmol, 0.37 ml), NMM (2.28 mmol, 0.31 ml), diazomethane (14.3 mmol in 15 ml ether) HBr/glacial acetic acid (33%): 4.24 mmol, 1.04 ml. Reactants: COc1cc[nH]c1C=C1C(=O)Nc2cccc(Br)c21, O=C([O-])[O-], COCCOC, Nc1cccc(B(O)O)c1, [Na+], [Na+]. Product: COc1cc[nH]c1C=C1C(=O)Nc2cccc(-c3cccc(N)c3)c21. Reaction SMILES: [Br:11][c:12]1[c:13]2[c:17]([cH:18][cH:19][cH:20]1)[NH:16][C:15](=[O:21])[C:14]2=[CH:22][c:23]1[nH:24][cH:25][cH:26][c:27]1[O:28][CH3:29].[C:30](=[O:31])([O-:32])[O-:33].[CH3:36][O:37][CH2:38][CH2:39][O:40][CH3:41].[NH2:1][c:2]1[cH:3][c:4]([B:8]([OH:9])[OH:10])[cH:5][cH:6][cH:7]1.[Na+:34].[Na+:35]>>[NH2:1][c:2]1[cH:3][c:4](-[c:12]2[c:13]3[c:17]([cH:18][cH:19][cH:20]2)[NH:16][C:15](=[O:21])[C:14]3=[CH:22][c:23]2[nH:24][cH:25][cH:26][c:27]2[O:28][CH3:29])[cH:5][cH:6][cH:7]1. The reactants are [N+](=[N-])=C (diazomethane), N1[C@@H](CCC1=O)C(=O)N[C@@H](CC1=CNC2=CC=CC=C12)C(=O)N1[C@H](C(=O)N[C@@H](CCCNC(N)=N)C(=O)N2[C@H](C(=O)N[C@@H](CCC(N)=O)C(=O)N[C@@H]([C@@H](C)CC)C(=O)N3[C@H](C(=O)N4[C@H](C(=O)O)CCC4)CCC3)CCC2)CCC1 (Pyroglutamyl-tryptophyl-prolyl-arginyl-prolyl-glutaminyl-isoleucyl-prolyl-proline), C(C)(=O)O (Acetic acid). The solvent is CO (methanol). Run at time 7 hour. Product: N1[C@@H](CCC1=O)C(=O)N[C@@H](CC1=CNC2=CC=CC=C12)C(=O)N1[C@H](C(=O)N[C@@H](CCCNC(N)=N)C(=O)N2[C@H](C(=O)N[C@@H](CCC(N)=O)C(=O)N[C@@H]([C@@H](C)CC)C(=O)N3[C@H](C(=O)N4[C@H](C(=O)OC)CCC4)CCC3)CCC2)CCC1 (Pyroglutamyl-tryptophyl-prolyl-arginyl-prolyl-glutaminyl-isoleucyl-prolyl-proline, methyl ester). Reaction SMILES: [NH:1]1[C:5](=[O:6])[CH2:4][CH2:3][C@H:2]1[C:7]([NH:9][C@H:10]([C:21]([N:23]1[CH2:79][CH2:78][CH2:77][C@H:24]1[C:25]([NH:27][C@H:28]([C:36]([N:38]1[CH2:76][CH2:75][CH2:74][C@H:39]1[C:40]([NH:42][C@H:43]([C:49]([NH:51][C@H:52]([C:57]([N:59]1[CH2:73][CH2:72][CH2:71][C@H:60]1[C:61]([N:63]1[CH2:70][CH2:69][CH2:68][C@H:64]1[C:65]([OH:67])=[O:66])=[O:62])=[O:58])[C@H:53]([CH2:55][CH3:56])[CH3:54])=[O:50])[CH2:44][CH2:45][C:46](=[O:48])[NH2:47])=[O:41])=[O:37])[CH2:29][CH2:30][CH2:31][NH:32][C:33](=[NH:35])[NH2:34])=[O:26])=[O:22])[CH2:11][C:12]1[C:20]2[C:15](=[CH:16][CH:17]=[CH:18][CH:19]=2)[NH:14][CH:13]=1)=[O:8].[N+](=[CH2:82])=[N-].C(O)(=O)C>CO>[NH:1]1[C:5](=[O:6])[CH2:4][CH2:3][C@H:2]1[C:7]([NH:9][C@H:10]([C:21]([N:23]1[CH2:79][CH2:78][CH2:77][C@H:24]1[C:25]([NH:27][C@H:28]([C:36]([N:38]1[CH2:76][CH2:75][CH2:74][C@H:39]1[C:40]([NH:42][C@H:43]([C:49]([NH:51][C@H:52]([C:57]([N:59]1[CH2:73][CH2:72][CH2:71][C@H:60]1[C:61]([N:63]1[CH2:70][CH2:69][CH2:68][C@H:64]1[C:65]([O:67][CH3:82])=[O:66])=[O:62])=[O:58])[C@H:53]([CH2:55][CH3:56])[CH3:54])=[O:50])[CH2:44][CH2:45][C:46](=[O:48])[NH2:47])=[O:41])=[O:37])[CH2:29][CH2:30][CH2:31][NH:32][C:33](=[NH:34])[NH2:35])=[O:26])=[O:22])[CH2:11][C:12]1[C:20]2[C:15](=[CH:16][CH:17]=[CH:18][CH:19]=2)[NH:14][CH:13]=1)=[O:8]. Procedure details: Pyroglutamyl-tryptophyl-prolyl-arginyl-prolyl-glutaminyl-isoleucyl-prolyl-proline (1.6 g) is dissolved in 80 ml of methanol. To this, excess ethereal diazomethane is added and the solution is kept for 7 hours at room temperature. Acetic acid is added to destroy the excess diazomethane and the resulting mixture is concentrated to dryness in vacuo. Starting materials: CS(=O)(=O)CCCNC1=C(C=C(C#N)C=C1)[N+](=O)[O-] (4-(3-methanesulfonyl-propylamino)-3-nitro-benzonitrile). The solvent is CO.CN(C)C=O (MeOH DMF). Yields the product CS(=O)(=O)CCCNC1=C(C=C(C#N)C=C1)N (4-(3-methanesulfonyl-propylamino)-3-amino-benzonitrile). Yield: 57.7%. RXN SMILES: [CH3:1][S:2]([CH2:5][CH2:6][CH2:7][NH:8][C:9]1[CH:16]=[CH:15][C:12]([C:13]#[N:14])=[CH:11][C:10]=1[N+:17]([O-])=O)(=[O:4])=[O:3]>CO.CN(C=O)C>[CH3:1][S:2]([CH2:5][CH2:6][CH2:7][NH:8][C:9]1[CH:16]=[CH:15][C:12]([C:13]#[N:14])=[CH:11][C:10]=1[NH2:17])(=[O:3])=[O:4] |f:1.2|. Reported procedure: A solution of 4-(3-methanesulfonyl-propylamino)-3-nitro-benzonitrile (3.0 g, 10.6 mmol) in MeOH/DMF (60 ml, 1/1) was hydrogenated on a PARR hydrogenator at 50 psi for 4 h. The solution was filtered and concentrated. The residue was triturated with EtOAc to give 4-(3-methanesulfonyl-propylamino)-3-amino-benzonitrile 1.55 g (58%) as a tan solid. Reactants: O=C([O-])[O-], CC(C)(C)OC(=O)NCc1cccc2c1C1(CCN(Cc3ccccc3)CC1)CN2, Cc1ccccc1, CCC1CCc2ncnc(Cl)c21, [Cs+], [Cs+], CC(=O)[O-], CC(=O)[O-], [Pd+2]. The product is CCC1CCc2ncnc(N3CC4(CCN(Cc5ccccc5)CC4)c4c(CNC(=O)OC(C)(C)C)cccc43)c21. Reaction SMILES: [C:31](=[O:32])([O-:33])[O-:34].[CH2:1]([c:2]1[cH:3][cH:4][cH:5][cH:6][cH:7]1)[N:8]1[CH2:9][CH2:10][C:11]2([CH2:12][NH:13][c:14]3[cH:15][cH:16][cH:17][c:18]([CH2:20][NH:21][C:22]([O:23][C:24]([CH3:25])([CH3:26])[CH3:27])=[O:28])[c:19]32)[CH2:29][CH2:30]1.[CH3:37][c:38]1[cH:39][cH:40][cH:41][cH:42][cH:43]1.[Cl:44][c:45]1[c:46]2[c:47]([n:48][cH:49][n:50]1)[CH2:51][CH2:52][CH:53]2[CH2:54][CH3:55].[Cs+:35].[Cs+:36].[O-:57][C:58]([CH3:59])=[O:60].[O-:61][C:62]([CH3:63])=[O:64].[Pd+2:56]>>[CH2:1]([c:2]1[cH:3][cH:4][cH:5][cH:6][cH:7]1)[N:8]1[CH2:9][CH2:10][C:11]2([CH2:12][N:13]([c:45]3[c:46]4[c:47]([n:48][cH:49][n:50]3)[CH2:51][CH2:52][CH:53]4[CH2:54][CH3:55])[c:14]3[cH:15][cH:16][cH:17][c:18]([CH2:20][NH:21][C:22]([O:23][C:24]([CH3:25])([CH3:26])[CH3:27])=[O:28])[c:19]32)[CH2:29][CH2:30]1.